Dataset: the Open Reaction Database (ORD), a public repository of structured organic reaction records. Task: describe an organic reaction: reactants, conditions, products, and yield Reactants: BrC1=CC=C(C=C1)[Si](C)(C)C (1-bromo-4-(trimethylsilyl)benzene), CNCCNC (N,N′-dimethylethylenediamine), C(C)(=O)N (acetamide), C([O-])([O-])=O.[K+].[K+] (potassium carbonate). Reagents/catalysts: [Cu]I (copper(I)iodide). The solvent is C=1(C(=CC=CC1)C)C (xylene). The product is C[Si](C1=CC=C(C=C1)NC(C)=O)(C)C (N-(4-(trimethylsilyl)phenyl)acetamide). RXN SMILES: Br[C:2]1[CH:7]=[CH:6][C:5]([Si:8]([CH3:11])([CH3:10])[CH3:9])=[CH:4][CH:3]=1.[C:12]([NH2:15])(=[O:14])[CH3:13].C(=O)([O-])[O-].[K+].[K+].CNCCNC>[Cu]I.C1(C)C(C)=CC=CC=1>[CH3:9][Si:8]([CH3:11])([CH3:10])[C:5]1[CH:6]=[CH:7][C:2]([NH:15][C:12](=[O:14])[CH3:13])=[CH:3][CH:4]=1 |f:2.3.4|. Procedure details: Under a flow of argon, in a 1 L-recovery flask, 35 g of 1-bromo-4-(trimethylsilyl)benzene, 22.6 g of acetamide, 5.8 g of copper(I)iodide, 42.2 g of potassium carbonate, and 380 mL of xylene were placed. After stirring, 6.6 mL of N,N′-dimethylethylenediamine was added. The resultant was heated and stirred at reflux for 18 hours. Reactants: COC(=O)[C@]1([C@](C1)(C1=CC=CC=C1)C)NS(=O)(=O)C1=CN=C(S1)N ((1S,2R)-1-(2-amino-thiazol-5-sulfonylamino)-2-methyl-2-phenyl-cyclopropanecarboxylic acid methyl ester), BrCC(=O)CBr (1,3-dibromoacetone). Run in C(C)(=O)OCC (ethyl acetate). Run at temperature 60 celsius, time 18 hour. Yields the product COC(=O)[C@]1([C@](C1)(C1=CC=CC=C1)C)NS(=O)(=O)C1=CN2C(S1)=NC(=C2)CBr ((1S,2R)-1-(6-bromomethyl-imidazo[2,1-b]thiazol-2-sulfonylamino)-2-methyl-2-phenyl-cyclopropanecarboxylic acid methyl ester). The yield is 24.2%. Reaction SMILES: [CH3:1][O:2][C:3]([C@:5]1([NH:15][S:16]([C:19]2[S:23][C:22]([NH2:24])=[N:21][CH:20]=2)(=[O:18])=[O:17])[CH2:7][C@:6]1([CH3:14])[C:8]1[CH:13]=[CH:12][CH:11]=[CH:10][CH:9]=1)=[O:4].[Br:25][CH2:26][C:27]([CH2:29]Br)=O>C(OCC)(=O)C>[CH3:1][O:2][C:3]([C@:5]1([NH:15][S:16]([C:19]2[S:23][C:22]3=[N:24][C:27]([CH2:26][Br:25])=[CH:29][N:21]3[CH:20]=2)(=[O:18])=[O:17])[CH2:7][C@:6]1([CH3:14])[C:8]1[CH:9]=[CH:10][CH:11]=[CH:12][CH:13]=1)=[O:4]. Procedure details: To a solution of (1S,2R)-1-(2-amino-thiazol-5-sulfonylamino)-2-methyl-2-phenyl-cyclopropanecarboxylic acid methyl ester (0.21 g, 0.58 mmol) in ethyl acetate (6.4 mL) was added 1,3-dibromoacetone (0.18 mL, 0.87 mmol), and the mixture was stirred at 60° C. for 18 hours. After cooling to room temperature, the mixture was washed with saturated aqueous sodium hydrogen carbonate solution and saturated aqueous sodium chloride solution, and dried over sodium sulfate. After filtration and evaporation, th...